Dataset: the Open Reaction Database (ORD), a public repository of structured organic reaction records. Task: describe an organic reaction: reactants, conditions, products, and yield Reactants: C1(O)=CC=C(O)C=C1 (hydroquinone), OO (hydrogen peroxide), C1C2=C(CC3=C1NC4=CC=CC=C4C3=O)NC5=CC=CC=C5C2=O (6,13-dihydroquinacridone). Product: C1=CC=C2C(=C1)C(=O)C3=CC4=C(C=C3N2)C(=O)C5=CC=CC=C5N4 (quinacridone). As a reaction SMILES: C1(C=CC(O)=CC=1)O.OO.[CH2:11]1[C:16]2[NH:17][C:18]3[C:23]([C:24](=[O:25])[C:15]=2[CH2:14][C:13]2[NH:26][C:27]4[C:32]([C:33](=[O:34])[C:12]1=2)=[CH:31][CH:30]=[CH:29][CH:28]=4)=[CH:22][CH:21]=[CH:20][CH:19]=3>>[CH:30]1[CH:31]=[C:32]2[C:33]([C:12]3[C:13]([NH:26][C:27]2=[CH:28][CH:29]=1)=[CH:14][C:15]1[C:24]([C:23]2[C:18]([NH:17][C:16]=1[CH:11]=3)=[CH:19][CH:20]=[CH:21][CH:22]=2)=[O:25])=[O:34]. Procedure: While the hydroquinone assisted hydrogen peroxide oxidation of 6,13-dihydroquinacridone produces a gamma-I quinacridone, surprisingly a combination of hydroquinone and pyrazolylmethyl quinacridone generates a gamma-II quinacridone. It is further surprising that the oxidation of 6,13-dihydroquinacridone in the presence of 2-naphthol creates a gamma-III quinacridone.